From a dataset of the Open Reaction Database (ORD), a public repository of structured organic reaction records. describe an organic reaction: reactants, conditions, products, and yield Starting materials: CC(=O)OC(C)=O, O, Nc1ccc(S(=O)(=O)c2cccc3cnccc23)cc1, c1ccncc1. Product: CC(=O)Nc1ccc(S(=O)(=O)c2cccc3cnccc23)cc1. As a reaction SMILES: [CH3:22][C:23](=[O:24])[O:25][C:26](=[O:27])[CH3:28].[OH2:21].[cH:1]1[n:2][cH:3][cH:4][c:5]2[c:6]([S:11](=[O:12])(=[O:13])[c:14]3[cH:15][cH:16][c:17]([NH2:18])[cH:19][cH:20]3)[cH:7][cH:8][cH:9][c:10]12.[cH:29]1[cH:30][cH:31][n:32][cH:33][cH:34]1>>[cH:1]1[n:2][cH:3][cH:4][c:5]2[c:6]([S:11](=[O:12])(=[O:13])[c:14]3[cH:15][cH:16][c:17]([NH:18][C:23]([CH3:22])=[O:24])[cH:19][cH:20]3)[cH:7][cH:8][cH:9][c:10]12. Reactants: C(#N)C=1C=C(C(=O)OC)C=CC1O (Methyl 3-cyano-4-hydroxybenzoate), IN1C(CCC1=O)=O (N-iodosuccinimide), FC(S(=O)(=O)O)(F)F (trifluoromethanesulfonic acid). The solvent is C(Cl)(Cl)Cl (chloroform), CO (methanol). Run at time 1 hour. Yields the product C(#N)C=1C=C(C(=O)OC)C=C(C1O)I (methyl 3-cyano-4-hydroxy-5-iodobenzoate). The yield is 102.0%. As a reaction SMILES: [C:1]([C:3]1[CH:4]=[C:5]([CH:10]=[CH:11][C:12]=1[OH:13])[C:6]([O:8][CH3:9])=[O:7])#[N:2].[I:14]N1C(=O)CCC1=O.FC(F)(F)S(O)(=O)=O>C(Cl)(Cl)Cl.CO>[C:1]([C:3]1[CH:4]=[C:5]([CH:10]=[C:11]([I:14])[C:12]=1[OH:13])[C:6]([O:8][CH3:9])=[O:7])#[N:2]. Reported procedure: Methyl 3-cyano-4-hydroxybenzoate (6.47 g) was dissolved in chloroform (80 mL) and methanol (10 mL), and N-iodosuccinimide (8.63 g) and trifluoromethanesulfonic acid (2.5 mL) were added to the solution, and then the mixture was stirred at room temperature for 1 hour. The solvent was distilled off under reduced pressure and the obtained residue was washed with water to obtain the title compound (11.29 g) as a pale yellow crystal. Reactants: O.O.O.O.O.C(=O)(O)COC(C(=O)[O-])CC(=O)[O-].[Na+].[Na+].[Na+] (trisodium carboxymethyloxysuccinate pentahydrate). Solvent: Cl (hydrochloric acid). Product: C(=O)(O)COC(C(=O)O)CC(=O)O (carboxymethyloxysuccinic acid). As a reaction SMILES: O.O.O.O.O.[C:6]([CH2:9][O:10][CH:11]([CH2:15][C:16]([O-:18])=[O:17])[C:12]([O-:14])=[O:13])([OH:8])=[O:7].[Na+].[Na+].[Na+]>Cl>[C:6]([CH2:9][O:10][CH:11]([CH2:15][C:16]([OH:18])=[O:17])[C:12]([OH:14])=[O:13])([OH:8])=[O:7] |f:0.1.2.3.4.5.6.7.8|. Procedure: One hundred grams (0.29 mole) of trisodium carboxymethyloxysuccinate pentahydrate is placed in a flask and acidified with 90 mls of 37% hydrochloric acid while stirring and cooling the mixture in an ice bath. The reaction mixture is then evaporated to dryness in vacuo. The evaporation residue is then taken up in about 150 ml acetone and filtered to remove sodium chloride. The acetone filtrate is next evaporated to dryness to give essentially pure carboxymethyloxysuccinic acid as a residue. Starting materials: NC1=NC=C(C=C1C)Br (2-amino-5-bromo-3-methylpyridine), C(C)(=O)Cl (acetyl chloride), O (water). The solvent is CN(C1=CC=CC=C1)C (N,N-dimethylaniline). Conditions: temperature 70 celsius, time 3 hour. The product is C(C)(=O)NC1=NC=C(C=C1C)Br (2-acetamido-5-bromo-3-methylpyridine). The yield is 32.7%. As a reaction SMILES: [NH2:1][C:2]1[C:7]([CH3:8])=[CH:6][C:5]([Br:9])=[CH:4][N:3]=1.[C:10](Cl)(=[O:12])[CH3:11].O>CN(C)C1C=CC=CC=1>[C:10]([NH:1][C:2]1[C:7]([CH3:8])=[CH:6][C:5]([Br:9])=[CH:4][N:3]=1)(=[O:12])[CH3:11]. Procedure details: To a solution of 2-amino-5-bromo-3-methylpyridine (300 mg) in N,N-dimethylaniline (486 mg) was added acetyl chloride (138 mg), and the mixture was stirred for 3 hours at 70° C. The reaction mixture was poured into water, and extracted with ethyl acetate. The extract was washed with water and brine, dried over magnesium sulfate and evaporated in vacuo. The residue was purified by silica gel column chromatography (chloroform) to give 2-acetamido-5-bromo-3-methylpyridine (120 mg). The reactants are ClC=1C=CC(=C(C(=O)O)C1)OC (5-chloro-2-methoxybenzoic acid), C(C)(C)(C)C1=CN(C(S1)=N)CCNC(OC(C)(C)C)=O (tert-butyl 2-(5-tert-butyl-2-iminothiazol-3(2H)-yl)ethylcarbamate), N (NH3). Yields the product C(C)(C)(C)C1=CN(/C(/S1)=N/C(C1=C(C=CC(=C1)Cl)OC)=O)CCNC(OC(C)(C)C)=O ((Z)-tert-butyl 2-(5-tert-butyl-2-(5-chloro-2-methoxybenzoylimino)thiazol-3(2H)-yl)ethylcarbamate). As a reaction SMILES: [Cl:1][C:2]1[CH:3]=[CH:4][C:5]([O:11][CH3:12])=[C:6]([CH:10]=1)[C:7]([OH:9])=O.[C:13]([C:17]1[S:21][C:20](=[NH:22])[N:19]([CH2:23][CH2:24][NH:25][C:26](=[O:32])[O:27][C:28]([CH3:31])([CH3:30])[CH3:29])[CH:18]=1)([CH3:16])([CH3:15])[CH3:14].N>>[C:13]([C:17]1[S:21]/[C:20](=[N:22]\[C:7](=[O:9])[C:6]2[CH:10]=[C:2]([Cl:1])[CH:3]=[CH:4][C:5]=2[O:11][CH3:12])/[N:19]([CH2:23][CH2:24][NH:25][C:26](=[O:32])[O:27][C:28]([CH3:31])([CH3:30])[CH3:29])[CH:18]=1)([CH3:16])([CH3:14])[CH3:15]. Procedure: The title compound was prepared according to the procedure described in Example 54A by substituting 5-chloro-2-methoxybenzoic acid for Example 26B and the product of Example 70A for Example 16A. 1H NMR (300 MHz, CHLOROFORM-D) δ ppm 1.35 (s, 9H) 1.39 (s, 9H) 3.57 (q, J=5.82 Hz, 2H) 3.90 (s, 3H) 4.33 (t, J=5.75 Hz, 2H) 5.41 (s, 1H) 6.64 (s, 1H) 6.91 (d, J=9.12 Hz, 1H) 7.34 (dd, J=8.72, 2.78 Hz, 1H) 7.93 (d, J=2.78 Hz, 1H). MS (DCI/NH3) m/z 468.2 (M+H)+. The reactants are [N+](=O)([O-])C=1C=C2CCNC2=CC1 (5-nitroindoline), C(=O)([O-])[O-].[K+].[K+] (K2CO3), BrCC(=O)OCC1=CC=CC=C1 (benzyl 2-bromoacetate). The solvent is CN(C)C=O (DMF), C(C)(=O)OCC (ethyl acetate). Reaction conditions: temperature 65 celsius. Yields the product [N+](=O)([O-])C=1C=C2CCN(C2=CC1)CC(=O)OCC1=CC=CC=C1 (benzyl 2-(5-nitroindolin-1-yl)acetate). The yield is 41.1%. Reaction SMILES: [N+:1]([C:4]1[CH:5]=[C:6]2[C:10](=[CH:11][CH:12]=1)[NH:9][CH2:8][CH2:7]2)([O-:3])=[O:2].C([O-])([O-])=O.[K+].[K+].Br[CH2:20][C:21]([O:23][CH2:24][C:25]1[CH:30]=[CH:29][CH:28]=[CH:27][CH:26]=1)=[O:22]>CN(C=O)C.C(OCC)(=O)C>[N+:1]([C:4]1[CH:5]=[C:6]2[C:10](=[CH:11][CH:12]=1)[N:9]([CH2:20][C:21]([O:23][CH2:24][C:25]1[CH:30]=[CH:29][CH:28]=[CH:27][CH:26]=1)=[O:22])[CH2:8][CH2:7]2)([O-:3])=[O:2] |f:1.2.3|. Procedure details: To a solution of 5-nitroindoline (1 g, 6.09 mmol) in dry DMF (20 ml), K2CO3 (1.094 g, 7.92 mmol) and benzyl 2-bromoacetate (1.242 ml, 7.92 mmol) were added, and the resulting suspension was heated at 65° C. for 2 hours. The mixture was cooled to room temperature, diluted with ethyl acetate and washed with water and brine. The organic layer was dried over sodium sulfate and the solvent was removed. The residue was purified by flash chromatography on silica gel column (DCM:petroleum ether=60:40) a... RXN SMILES: [N+](C[C:5](=[O:14])[CH2:6][CH2:7][CH2:8][CH2:9][CH2:10][CH2:11][CH2:12][CH3:13])([O-])=O.[CH3:15][N:16]([CH2:18][CH2:19][OH:20])[CH3:17]>C1C=CC=CC=1>[C:5]([O:20][CH2:19][CH2:18][N:16]([CH3:17])[CH3:15])(=[O:14])[CH2:6][CH2:7][CH2:8][CH2:9][CH2:10][CH2:11][CH2:12][CH3:13]. Run in C1=CC=CC=C1 (benzene). Product: C(CCCCCCCC)(=O)OCCN(C)C (N,N-dimethylaminoethyl nonanoate). Reported procedure: In accordance with practice of the process of this invention, ten parts of 1-nitro-2-decanone, 5.0 parts of dimethylaminoethanol, and 110 parts of dry benzene are admitted to a reaction vessel wherein they are refluxed for four hours. At the end of this time, there are distilled off from the reaction mixture 44 parts by weight of benzene solvent and 2.0 parts by weight of nitromethane. The remaining benzene is then distilled at atmospheric pressure and 80°C. Thereafter the residual dark oil is d... The reactants are [N+](=O)([O-])CC(CCCCCCCC)=O (1-nitro-2-decanone), CN(C)CCO (dimethylaminoethanol). Yield: 72.0%. Starting materials: C(C(=O)C)(=O)O (pyruvic acid), [OH-].[Na+] (sodium hydroxide), BrC1=CC(=C(C=O)C=C1)F (4-bromo-2-fluorobenzaldehyde). The solvent is C(C)O (ethanol), C(C)O (ethanol). Reaction conditions: time 10 minute. Product: BrC1=CC(=C(C=C1)C=CC(C(=O)O)=O)F (4-(4-bromo-2-fluoro-phenyl)-2-oxo-3-butenoic acid). Yield: 81.9%. Reaction SMILES: [C:1]([OH:6])(=[O:5])[C:2]([CH3:4])=[O:3].[OH-].[Na+].[Br:9][C:10]1[CH:17]=[CH:16][C:13]([CH:14]=O)=[C:12]([F:18])[CH:11]=1>C(O)C>[Br:9][C:10]1[CH:17]=[CH:16][C:13]([CH:14]=[CH:4][C:2](=[O:3])[C:1]([OH:6])=[O:5])=[C:12]([F:18])[CH:11]=1 |f:1.2|. Procedure: A solution of pyruvic acid (1.9 mL, 27.1 mmol) in ethanol (2.5 mL) was added to a 0.5 M sodium hydroxide solution (74.0 mL). The reaction mixture was stirred at room temperature for 10 minutes and then a solution of 4-bromo-2-fluorobenzaldehyde (5.0 g, 24.6 mmol) in ethanol (22.5 mL) was slowly added thereto at room temperature for 1 hour. The reaction mixture was stirred at room temperature for 18 hours and then filtered. The resulting solid was washed with ethyl acetate, diluted with a 1N hydr... Reactants: ClC1=NC=C(C2=C(C=CC=C12)C)C(=O)O (1-chloro-5-methylisoquinolin-4-carboxylic acid), FC1(CCNCC1)F (4,4-difluoropiperidine). Yields the product ClC1=NC=C(C2=C(C=CC=C12)C)C(=O)N1CCC(CC1)(F)F ((1-Chloro-5-methylisoquinolin-4-yl)(4,4-difluoropiperidin-1-yl)methanone). RXN SMILES: [Cl:1][C:2]1[C:11]2[C:6](=[C:7]([CH3:12])[CH:8]=[CH:9][CH:10]=2)[C:5]([C:13]([OH:15])=O)=[CH:4][N:3]=1.[F:16][C:17]1([F:23])[CH2:22][CH2:21][NH:20][CH2:19][CH2:18]1>>[Cl:1][C:2]1[C:11]2[C:6](=[C:7]([CH3:12])[CH:8]=[CH:9][CH:10]=2)[C:5]([C:13]([N:20]2[CH2:21][CH2:22][C:17]([F:23])([F:16])[CH2:18][CH2:19]2)=[O:15])=[CH:4][N:3]=1. Procedure: The title compound was prepared by using 1-chloro-5-methylisoquinolin-4-carboxylic acid (Intermediate-10) and 4,4-difluoropiperidine by following the similar procedure as described for intermediate-11a.